From a dataset of the Open Reaction Database (ORD), a public repository of structured organic reaction records. describe an organic reaction: reactants, conditions, products, and yield Starting materials: Cl.Cl.NC1=CC(=C(C(=O)NCC2CCNCC2)C=C1Cl)OC (4-Amino-5-chloro-2-methoxy-N-(piperidin-4-ylmethyl)benzamide dihydrochloride), COC=1C=C(OCCCCBr)C=C(C1)OC (4-(3,5-dimethoxyphenoxy)butyl bromide). Product: NC1=CC(=C(C(=O)NCC2CCN(CC2)CCCCOC2=CC(=CC(=C2)OC)OC)C=C1Cl)OC (4-amino-5-chloro-N-((1-(4-(3,5-dimethoxyphenoxy)butyl)piperidin-4-yl)methyl)-2-methoxybenzamide). RXN SMILES: Cl.Cl.[NH2:3][C:4]1[C:19]([Cl:20])=[CH:18][C:7]([C:8]([NH:10][CH2:11][CH:12]2[CH2:17][CH2:16][NH:15][CH2:14][CH2:13]2)=[O:9])=[C:6]([O:21][CH3:22])[CH:5]=1.[CH3:23][O:24][C:25]1[CH:26]=[C:27]([CH:34]=[C:35]([O:37][CH3:38])[CH:36]=1)[O:28][CH2:29][CH2:30][CH2:31][CH2:32]Br>>[NH2:3][C:4]1[C:19]([Cl:20])=[CH:18][C:7]([C:8]([NH:10][CH2:11][CH:12]2[CH2:13][CH2:14][N:15]([CH2:32][CH2:31][CH2:30][CH2:29][O:28][C:27]3[CH:34]=[C:35]([O:37][CH3:38])[CH:36]=[C:25]([O:24][CH3:23])[CH:26]=3)[CH2:16][CH2:17]2)=[O:9])=[C:6]([O:21][CH3:22])[CH:5]=1 |f:0.1.2|. Procedure: 4-Amino-5-chloro-2-methoxy-N-(piperidin-4-ylmethyl)benzamide dihydrochloride as starting compound and 4-(3,5-dimethoxyphenoxy)butyl bromide are reacted and treated in the same manner as in Example 168 to give 4-amino-5-chloro-N-((1-(4-(3,5-dimethoxyphenoxy)butyl)piperidin-4-yl)methyl)-2-methoxybenzamide. Starting materials: C([O-])([O-])=O.[Na+].[Na+] (sodium carbonate), CC1(CC(NC2=C(C=CC=C12)C)=O)C (3,4-dihydro-4,4,8-trimethyl-2-(1H)-quinolone), S(O)(O)(=O)=O (sulphuric acid), S(O)(O)(=O)=O (sulphuric acid), [N+](=O)(O)[O-] (nitric acid). Product: CC1(CC(NC2=C(C=C(C=C12)[N+](=O)[O-])C)=O)C (3,4-Dihydro-4,4,8-trimethyl-6-nitro-2-(1H)-quinolone). Reaction SMILES: S(=O)(=O)(O)O.[CH3:6][C:7]1([CH3:19])[C:16]2[C:11](=[C:12]([CH3:17])[CH:13]=[CH:14][CH:15]=2)[NH:10][C:9](=[O:18])[CH2:8]1.C(=O)([O-])[O-].[Na+].[Na+].[N+:26]([O-])([OH:28])=[O:27]>>[CH3:6][C:7]1([CH3:19])[C:16]2[C:11](=[C:12]([CH3:17])[CH:13]=[C:14]([N+:26]([O-:28])=[O:27])[CH:15]=2)[NH:10][C:9](=[O:18])[CH2:8]1 |f:2.3.4|. Reported procedure: A mixture of concentrated nitric acid (10 cm3, S.G.=1.42) and 98% w/w sulphuric acid (25 cm3) was added dropwise to a stirred solution of 3,4-dihydro-4,4,8-trimethyl-2-(1H)-quinolone (6 g) in 98% w/w sulphuric acid (25 cm3) cooled to -10°. The temperature was maintained at -10° for a further 30 minutes, the mixture poured onto ice (200 g), basified to pH 9 with saturated sodium carbonate solution and extracted with methanol:chloroform, 1:20 by volume (2×300 cm3). The combined and dried (MgSO4) o... Starting materials: ClC1=C(C=NN(C1=O)C)OC (5-chloro-4-methoxy-1-methyl-6-pyridazone), O.NN (hydrazine hydrate). The product is NC1=CC=NN(C1=O)C (5-amino-1-methyl-6-pyridazone). Isolated yield 65.3%. Reaction SMILES: Cl[C:2]1[C:7](=[O:8])[N:6]([CH3:9])[N:5]=[CH:4][C:3]=1OC.O.[NH2:13]N>>[NH2:13][C:2]1[C:7](=[O:8])[N:6]([CH3:9])[N:5]=[CH:4][CH:3]=1 |f:1.2|. Reported procedure: At 80° C., 240.8 g (1.38 mol) of 5-chloro-4-methoxy-1-methyl-6-pyridazone was added in portions to 1930 ml of hydrazine hydrate in such a manner that the temperature remained at 80° C. without further heating. After cooling, the precipitate was filtered off, washed and dried. There was obtained 112.8 g (65.3%) of 5-amino-1-methyl-6-pyridazone of melting point 191°-192° C. Reactants: NC=1C(=NON1)C(NC1=CC(=C(C=C1)F)Br)=NO (4-amino-N-(3-bromo-4-fluorophenyl)-N′-hydroxy-1,2,5-oxadiazole-3-carboximidamide), C1=CN(C=N1)C(=O)N2C=CN=C2 (N,N-carbonyldiimidazole). Solvent: C(C)(=O)OCC (ethyl acetate). Conditions: temperature 60 celsius, time 20 minute. Yields the product NC=1C(=NON1)C1=NOC(N1C1=CC(=C(C=C1)F)Br)=O (3-(4-Amino-1,2,5-oxadiazol-3-yl)-4-(3-bromo-4-fluorophenyl)-1,2,4-oxadiazol-5(4H)-one). The yield is 84.6%. RXN SMILES: [NH2:1][C:2]1[C:3]([C:7](=[N:17][OH:18])[NH:8][C:9]2[CH:14]=[CH:13][C:12]([F:15])=[C:11]([Br:16])[CH:10]=2)=[N:4][O:5][N:6]=1.C1N=CN([C:24](N2C=NC=C2)=[O:25])C=1>C(OCC)(=O)C>[NH2:1][C:2]1[C:3]([C:7]2[N:8]([C:9]3[CH:14]=[CH:13][C:12]([F:15])=[C:11]([Br:16])[CH:10]=3)[C:24](=[O:25])[O:18][N:17]=2)=[N:4][O:5][N:6]=1. Procedure details: A mixture of 4-amino-N-(3-bromo-4-fluorophenyl)-N′-hydroxy-1,2,5-oxadiazole-3-carboximidamide (65.7 g, 208 mmol), N,N-carbonyldiimidazole (Sigma-Aldrich) (50.6 g, 312 mmol, 1.5 equiv.), and ethyl acetate (750 mL) was heated to 60° C. and stirred for 20 min. LCMS indicated reaction completed. The reaction was cooled to room temperature, washed with 1 N hydrochloric acid (2×750 mL), dried over sodium sulfate, and concentrated. The crude product was triturated with a mixture of dichloromethane, eth...